Dataset: the Open Reaction Database (ORD), a public repository of structured organic reaction records. Task: describe an organic reaction: reactants, conditions, products, and yield RXN SMILES: [BH4-:52].[C:54](=[O:55])([OH:56])[O-:57].[CH2:2]([c:3]1[cH:4][cH:5][cH:6][cH:7][cH:8]1)[O:9][C:10](=[O:11])[NH:12][CH2:13][CH2:14][CH2:15][CH:16]([NH2:17])[C:18](=[O:19])[NH:20][CH:21]1[CH:22]([C:26](=[O:27])[O:28][CH2:29][C:30]([c:31]2[cH:32][cH:33][cH:34][cH:35][cH:36]2)=[O:37])[CH2:23][CH2:24][CH2:25]1.[CH2:59]([Cl:60])[Cl:61].[CH3:48][C:49](=[O:50])[O-:51].[Cl:38][c:39]1[cH:40][cH:41][c:42]([CH:43]=[O:44])[cH:45][cH:46]1.[ClH:1].[Na+:47].[Na+:53].[Na+:58]>>[CH2:2]([c:3]1[cH:4][cH:5][cH:6][cH:7][cH:8]1)[O:9][C:10](=[O:11])[NH:12][CH2:13][CH2:14][CH2:15][CH:16]([NH:17][CH2:43][c:42]1[cH:41][cH:40][c:39]([Cl:38])[cH:46][cH:45]1)[C:18](=[O:19])[NH:20][CH:21]1[CH:22]([C:26](=[O:27])[O:28][CH2:29][C:30]([c:31]2[cH:32][cH:33][cH:34][cH:35][cH:36]2)=[O:37])[CH2:23][CH2:24][CH2:25]1. Starting materials: [BH4-], O=C([O-])O, NC(CCCNC(=O)OCc1ccccc1)C(=O)NC1CCCC1C(=O)OCC(=O)c1ccccc1, ClCCl, CC(=O)[O-], O=Cc1ccc(Cl)cc1, Cl, [Na+], [Na+], [Na+]. Product: O=C(NCCCC(NCc1ccc(Cl)cc1)C(=O)NC1CCCC1C(=O)OCC(=O)c1ccccc1)OCc1ccccc1.